From a dataset of the Open Reaction Database (ORD), a public repository of structured organic reaction records. describe an organic reaction: reactants, conditions, products, and yield The reactants are O=C=Nc1c(F)cccc1F, Nc1cc(Nc2ccc(N3CCOCC3)cc2)ncn1. Product: O=C(Nc1cc(Nc2ccc(N3CCOCC3)cc2)ncn1)Nc1c(F)cccc1F. As a reaction SMILES: [F:21][c:22]1[c:23]([N:29]=[C:30]=[O:31])[c:24]([F:28])[cH:25][cH:26][cH:27]1.[O:1]1[CH2:2][CH2:3][N:4]([c:7]2[cH:8][cH:9][c:10]([NH:13][c:14]3[n:15][cH:16][n:17][c:18]([NH2:20])[cH:19]3)[cH:11][cH:12]2)[CH2:5][CH2:6]1>>[O:1]1[CH2:2][CH2:3][N:4]([c:7]2[cH:8][cH:9][c:10]([NH:13][c:14]3[n:15][cH:16][n:17][c:18]([NH:20][C:30]([NH:29][c:23]4[c:22]([F:21])[cH:27][cH:26][cH:25][c:24]4[F:28])=[O:31])[cH:19]3)[cH:11][cH:12]2)[CH2:5][CH2:6]1. Reactants: [Br-], CC1(C)CCCC(C)(C)N1O, CCOC(C)=O, [O-]Cl, [K+], [Na+], [Na+], O=C([O-])O, OC1COC2OCCC12, O. The product is O=C1COC2OCCC12. RXN SMILES: [Br-:18].[CH3:20][C:21]1([CH3:30])[N:22]([O:23])[C:24]([CH3:25])([CH3:26])[CH2:27][CH2:28][CH2:29]1.[CH3:32][CH2:33][O:34][C:35]([CH3:36])=[O:37].[Cl:1][O-:2].[K+:19].[Na+:3].[Na+:8].[O-:4][C:5]([OH:6])=[O:7].[O:9]1[CH2:10][CH:11]([OH:17])[CH:12]2[CH:13]1[O:14][CH2:15][CH2:16]2.[OH2:31]>>[O:9]1[CH2:10][C:11](=[O:17])[CH:12]2[CH:13]1[O:14][CH2:15][CH2:16]2. RXN SMILES: [C:20](=[O:21])([O-:22])[O-:23].[CH3:26][CH2:27][O:28][C:29](=[O:30])[CH3:31].[CH3:32][C:33]#[N:34].[Cl:11][c:12]1[cH:13][c:14]([NH2:15])[cH:16][cH:17][c:18]1[OH:19].[F:1][c:2]1[c:3]([C:4]#[N:5])[cH:6][cH:7][c:8]([F:10])[cH:9]1.[K+:24].[K+:25]>>[F:1][c:2]1[c:3]([C:4]#[N:5])[cH:6][cH:7][c:8]([O:19][c:18]2[c:12]([Cl:11])[cH:13][c:14]([NH2:15])[cH:16][cH:17]2)[cH:9]1. The reactants are O=C([O-])[O-], CCOC(C)=O, CC#N, Nc1ccc(O)c(Cl)c1, N#Cc1ccc(F)cc1F, [K+], [K+]. Product: N#Cc1ccc(Oc2ccc(N)cc2Cl)cc1F. Reactants: CCNC(=O)C1OC(OC(C)=O)C(OC(=O)c2ccccc2)C1OC(=O)c1ccccc1, CCNC(=O)C1OC(OC(C)=O)C(OC(=O)c2ccccc2)C1OC(=O)c1ccccc1, I, N#Cc1nc(NCC(c2ccccc2)c2ccccc2)c2nc[nH]c2n1. Yields the product CCNC(=O)C1OC(n2cnc3c(NCC(c4ccccc4)c4ccccc4)nc(C#N)nc32)C(OC(=O)c2ccccc2)C1OC(=O)c1ccccc1. RXN SMILES: [C:27]([c:28]1[cH:29][cH:30][cH:31][cH:32][cH:33]1)(=[O:34])[O:35][CH:36]1[CH:37]([C:54](=[O:55])[NH:56][CH2:57][CH3:58])[O:38][CH:39]([O:50][C:51](=[O:52])[CH3:53])[CH:40]1[O:41][C:42]([c:43]1[cH:44][cH:45][cH:46][cH:47][cH:48]1)=[O:49].[C:59]([O:60][CH:61]1[CH:62]([O:63][C:64](=[O:65])[c:66]2[cH:67][cH:68][cH:69][cH:70][cH:71]2)[CH:72]([O:73][C:74](=[O:75])[CH3:76])[O:77][CH:78]1[C:79]([NH:80][CH2:81][CH3:82])=[O:83])(=[O:84])[c:85]1[cH:86][cH:87][cH:88][cH:89][cH:90]1.[I:91].[c:1]1([CH:7]([CH2:8][NH:9][c:10]2[c:11]3[n:12][cH:13][nH:14][c:15]3[n:16][c:17]([C:19]#[N:20])[n:18]2)[c:21]2[cH:22][cH:23][cH:24][cH:25][cH:26]2)[cH:2][cH:3][cH:4][cH:5][cH:6]1>>[c:1]1([CH:7]([CH2:8][NH:9][c:10]2[c:11]3[n:12][cH:13][n:14]([CH:39]4[O:38][CH:37]([C:54](=[O:55])[NH:56][CH2:57][CH3:58])[CH:36]([O:35][C:27]([c:28]5[cH:29][cH:30][cH:31][cH:32][cH:33]5)=[O:34])[CH:40]4[O:41][C:42]([c:43]4[cH:44][cH:45][cH:46][cH:47][cH:48]4)=[O:49])[c:15]3[n:16][c:17]([C:19]#[N:20])[n:18]2)[c:21]2[cH:22][cH:23][cH:24][cH:25][cH:26]2)[cH:2][cH:3][cH:4][cH:5][cH:6]1. Reactants: C12(CC3CC(CC(C1)C3)C2)OC([C@H](NC(=O)OCC2=CC=CC=C2)C)=O (N-Benzyloxycarbonyl-D-alanine 1-adamantyl ester), Cl.CCOCC (HCl ether). Reagents/catalysts: [Pd] (Pd/C). The solvent is CO (MeOH). Yields the product Cl.C12(CC3CC(CC(C1)C3)C2)OC([C@H](N)C)=O (D-Alanine 1-Adamantyl Ester Hydrochloride). RXN SMILES: [C:1]12([O:11][C:12](=[O:26])[C@@H:13]([CH3:25])[NH:14]C(OCC3C=CC=CC=3)=O)[CH2:10][CH:5]3[CH2:6][CH:7]([CH2:9][CH:3]([CH2:4]3)[CH2:2]1)[CH2:8]2.[ClH:27].CCOCC>CO.[Pd]>[ClH:27].[C:1]12([O:11][C:12](=[O:26])[C@@H:13]([CH3:25])[NH2:14])[CH2:10][CH:5]3[CH2:4][CH:3]([CH2:9][CH:7]([CH2:6]3)[CH2:8]1)[CH2:2]2 |f:1.2,5.6|. Procedure: N-Benzyloxycarbonyl-D-alanine 1-adamantyl ester (7.35 g, 20.6 mmol) was dissolved in 100 mL MeOH and 14.5 mL 1.25N HCl/ether. The solution was hydrogenated over 1.09 g of 10% Pd/C at 40 psi in a Parr apparatus at room temperature for 40 minutes. The solution was filtered through a Celite pad and the clear filtrate was evaporated to dryness to give a yellow oil, which was crystallized from EtOAc. A light yellow salt (4.2 g) was obtained. The crude product was recrystallized from MeOH-EtOAc; yield... The reactants are Cl (HCl), FC=1C=C(C=CC1)C(CCC)=O (1-(3-fluorophenyl)butan-1-one), C(C)(=O)[O-].[NH4+] (ammonium acetate), C(#N)[BH3-].[Na+] (sodium cyanoborohydride). Run in CO (methanol). Product: ClC=1C=C(C=CC1)C(CCC)N (1-(3-Chlorophenyl)butan-1-amine). Isolated yield 28.0%. RXN SMILES: F[C:2]1[CH:3]=[C:4]([C:8](=O)[CH2:9][CH2:10][CH3:11])[CH:5]=[CH:6][CH:7]=1.C([O-])(=O)C.[NH4+:17].C([BH3-])#N.[Na+].[ClH:22]>CO>[Cl:22][C:2]1[CH:3]=[C:4]([CH:8]([NH2:17])[CH2:9][CH2:10][CH3:11])[CH:5]=[CH:6][CH:7]=1 |f:1.2,3.4|. Procedure details: To a solution of 1-(3-fluorophenyl)butan-1-one (430 mg, 2.4 mmol) and ammonium acetate (1.09 g, 14.1 mmol) in methanol (10 mL) under nitrogen was added sodium cyanoborohydride (2.35 ml, 1M solution in THF, 2.35 mmol). The solution was stirred at room temperature for 38 h. after which time conc. HCl was added to give a pH˜2. After bubbling had ceased the solvent was removed under reduced pressure and the residue dissolved in ethyl acetate and water. The organic phase was collected and the aqueous... Yields the product CC(Nc1ncnc2[nH]c(-c3ccc(CN)cc3)cc12)c1ccccc1. RXN SMILES: [CH2:30]1[O:31][CH2:32][CH2:33][CH2:34]1.[CH3:28][OH:29].[NH3:27].[c:1]1([CH:7]([CH3:8])[NH:9][c:10]2[c:11]3[c:12]([n:13][cH:14][n:15]2)[nH:16][c:17](-[c:19]2[cH:20][cH:21][c:22]([C:23]#[N:24])[cH:25][cH:26]2)[cH:18]3)[cH:2][cH:3][cH:4][cH:5][cH:6]1>>[c:1]1([CH:7]([CH3:8])[NH:9][c:10]2[c:11]3[c:12]([n:13][cH:14][n:15]2)[nH:16][c:17](-[c:19]2[cH:20][cH:21][c:22]([CH2:23][NH2:24])[cH:25][cH:26]2)[cH:18]3)[cH:2][cH:3][cH:4][cH:5][cH:6]1. Starting materials: C1CCOC1, CO, N, CC(Nc1ncnc2[nH]c(-c3ccc(C#N)cc3)cc12)c1ccccc1.